This data is from the Open Reaction Database (ORD), a public repository of structured organic reaction records. The task is: describe an organic reaction: reactants, conditions, products, and yield Starting materials: CCOC(=O)CCCBr, CCOCC, Cc1ccccc1, c1ccc(P(c2ccccc2)c2ccccc2)cc1. Product: [Br-], CCOC(=O)CCC[P+](c1ccccc1)(c1ccccc1)c1ccccc1. As a reaction SMILES: [Br:20][CH2:21][CH2:22][CH2:23][C:24](=[O:25])[O:26][CH2:27][CH3:28].[CH3:29][CH2:30][O:31][CH2:32][CH3:33].[CH3:34][c:35]1[cH:36][cH:37][cH:38][cH:39][cH:40]1.[c:1]1([P:7]([c:8]2[cH:9][cH:10][cH:11][cH:12][cH:13]2)[c:14]2[cH:15][cH:16][cH:17][cH:18][cH:19]2)[cH:2][cH:3][cH:4][cH:5][cH:6]1>>[Br-:20].[c:1]1([P+:7]([c:8]2[cH:9][cH:10][cH:11][cH:12][cH:13]2)([c:14]2[cH:15][cH:16][cH:17][cH:18][cH:19]2)[CH2:21][CH2:22][CH2:23][C:24](=[O:25])[O:26][CH2:27][CH3:28])[cH:2][cH:3][cH:4][cH:5][cH:6]1. The reactants are CC(C)C(=O)Cl, COc1ccc2nc(NC(=O)CO)sc2c1, c1ccncc1. Product: COc1ccc2nc(NC(=O)COC(=O)C(C)C)sc2c1. As a reaction SMILES: [C:17]([CH:18]([CH3:19])[CH3:20])(=[O:21])[Cl:22].[OH:1][CH2:2][C:3](=[O:4])[NH:5][c:6]1[s:7][c:8]2[c:9]([n:10]1)[cH:11][cH:12][c:13]([O:15][CH3:16])[cH:14]2.[cH:23]1[cH:24][cH:25][n:26][cH:27][cH:28]1>>[O:1]([CH2:2][C:3](=[O:4])[NH:5][c:6]1[s:7][c:8]2[c:9]([n:10]1)[cH:11][cH:12][c:13]([O:15][CH3:16])[cH:14]2)[C:17]([CH:18]([CH3:19])[CH3:20])=[O:21]. The reactants are CCO, O=C1c2ccccc2C(=O)N1Cc1ccccc1COc1cccnc1[N+](=O)[O-], NN, O. Yields the product NCc1ccccc1COc1cccnc1[N+](=O)[O-]. RXN SMILES: [CH3:33][CH2:34][OH:35].[N+:1](=[O:2])([O-:3])[c:4]1[n:5][cH:6][cH:7][cH:8][c:9]1[O:10][CH2:11][c:12]1[c:13]([CH2:18][N:19]2[C:20](=[O:21])[c:22]3[cH:23][cH:24][cH:25][cH:26][c:27]3[C:28]2=[O:29])[cH:14][cH:15][cH:16][cH:17]1.[NH2:31][NH2:32].[OH2:30]>>[N+:1](=[O:2])([O-:3])[c:4]1[n:5][cH:6][cH:7][cH:8][c:9]1[O:10][CH2:11][c:12]1[c:13]([CH2:18][NH2:19])[cH:14][cH:15][cH:16][cH:17]1. Starting materials: CN1C(C=CC(=C1)C(C[C@@H](C1=C(C=CC=C1)C)C1=CC=C(C=C1)S(=O)(=O)C)=O)=O ((R)-1-methyl-5-(3-(4-(methylsulfonyl)phenyl)-3-o-tolylpropanoyl)pyridin-2(1H)-one), Cl.NO (hydroxylamine hydrochloride), C(O)([O-])=O.[Na+] (sodium hydrogencarbonate). Run in C(C)O (ethanol), O (water), C(C)(=O)OCC (ethyl acetate). Conditions: temperature 120 celsius. Product: ON=C(C[C@@H](C1=C(C=CC=C1)C)C1=CC=C(C=C1)S(=O)(=O)C)C=1C=CC(N(C1)C)=O ((R)-5-(1-(Hydroxyimino)-3-(4-(methylsulfonyl)phenyl)-3-o-tolylpropyl)-1-methylpyridin-2(1H)-one). The yield is 97.1%. As a reaction SMILES: [CH3:1][N:2]1[CH:7]=[C:6]([C:8](=O)[CH2:9][C@H:10]([C:18]2[CH:23]=[CH:22][C:21]([S:24]([CH3:27])(=[O:26])=[O:25])=[CH:20][CH:19]=2)[C:11]2[CH:16]=[CH:15][CH:14]=[CH:13][C:12]=2[CH3:17])[CH:5]=[CH:4][C:3]1=[O:29].Cl.[NH2:31][OH:32].C(=O)([O-])O.[Na+]>C(O)C.O.C(OCC)(=O)C>[OH:32][N:31]=[C:8]([C:6]1[CH:5]=[CH:4][C:3](=[O:29])[N:2]([CH3:1])[CH:7]=1)[CH2:9][C@H:10]([C:18]1[CH:19]=[CH:20][C:21]([S:24]([CH3:27])(=[O:26])=[O:25])=[CH:22][CH:23]=1)[C:11]1[CH:16]=[CH:15][CH:14]=[CH:13][C:12]=1[CH3:17] |f:1.2,3.4|. Reported procedure: To a microwave vial was added (R)-1-methyl-5-(3-(4-(methylsulfonyl)phenyl)-3-o-tolylpropanoyl)pyridin-2(1H)-one (168 mg, 410 μmol), hydroxylamine hydrochloride (85.5 mg, 1.23 mmol) and sodium hydrogencarbonate (103 mg, 1.23 mmol) in ethanol (3 mL) and water (0.2 mL). The vial was capped and heated in the microwave at 120° C. for 15 min. The reaction mixture was diluted with ethyl acetate and poured onto water. The organic layer was washed with brine, dried over magnesium sulfate and evaporated t...